From a dataset of the Open Reaction Database (ORD), a public repository of structured organic reaction records. describe an organic reaction: reactants, conditions, products, and yield Starting materials: FC1(CCC(CC1)CNC(=O)C=1C=2C=CC(=NC2C=CC1Cl)Cl)F (2,6-dichloro-quinoline-5-carboxylic acid (4,4-difluoro-cyclohexylmethyl)-amide), CCN(C(C)C)C(C)C (DIPEA), N1CC(CC1)[C@@H](C)O ((R)-pyrrolidin-3-ylethanol). Yields the product FC1(CCC(CC1)CNC(=O)C=1C=2C=CC(=NC2C=CC1Cl)N1C[C@H](CC1)CCO)F (6-Chloro-2-((R)-3-hydroxyethyl-pyrrolidin-1-yl)-quinoline-5-carboxylic acid (4,4-difluoro-cyclohexylmethyl)-amide). RXN SMILES: [F:1][C:2]1([F:24])[CH2:7][CH2:6][CH:5]([CH2:8][NH:9][C:10]([C:12]2[C:13]3[CH:14]=[CH:15][C:16](Cl)=[N:17][C:18]=3[CH:19]=[CH:20][C:21]=2[Cl:22])=[O:11])[CH2:4][CH2:3]1.CC[N:27]([CH:31]([CH3:33])C)[CH:28]([CH3:30])C.N1CC[CH:36]([C@H:39]([OH:41])C)C1>>[F:1][C:2]1([F:24])[CH2:7][CH2:6][CH:5]([CH2:8][NH:9][C:10]([C:12]2[C:13]3[CH:14]=[CH:15][C:16]([N:27]4[CH2:28][CH2:30][C@H:33]([CH2:36][CH2:39][OH:41])[CH2:31]4)=[N:17][C:18]=3[CH:19]=[CH:20][C:21]=2[Cl:22])=[O:11])[CH2:4][CH2:3]1. Procedure: The title compound was synthesized according to the procedure described in example 1 using 2,6-dichloro-quinoline-5-carboxylic acid (4,4-difluoro-cyclohexylmethyl)-amide, DIPEA and (R)-pyrrolidin-3-ylethanol. 1H NMR (400 MHz, DMSO-d6) δ ppm 8.71 (m, 1H), 7.75 (1H), 7.48 (2H), 6.96 (1H), 4.52 (1H), 3.79 (m, 1H), 3.66 (m, 1H), 3.49 (m, 2H), 3.34 (m, 1H), 3.23 (m, 2H), 3.09 (m, 1H), 2.44 (m, 1H), 2.12 (m, 1H), 2.06 (m, 2H), 1.85 (m, 2H), 1.77 (m, 2H), 1.60 (m, 4H), 1.27-1.30 (m, 2H). m/z: 452 [M+H] As a reaction SMILES: C(O)(=O)C(O)=O.C1(C(C2C=CC=CC=2)=C2CCN(CCCOC3C=CC=CC=3)CC2)C=CC=CC=1.Cl.[F:37][C:38]1[CH:43]=[CH:42][C:41]([C:44]([C:53]2[CH:58]=[CH:57][C:56]([F:59])=[CH:55][CH:54]=2)([OH:52])[CH2:45][CH:46]2[CH2:51][CH2:50][CH2:49][NH:48][CH2:47]2)=[CH:40][CH:39]=1.Cl[CH2:61][CH2:62][CH2:63][O:64][C:65]1[CH:70]=[CH:69][C:68]([C:71](=[O:73])[CH3:72])=[CH:67][C:66]=1[O:74][CH3:75].C(=O)([O-])[O-].[Na+].[Na+].[I-].[K+].[C:84]([OH:91])(=[O:90])/[CH:85]=[CH:86]/[C:87]([OH:89])=[O:88]>C(O)CCC>[C:84]([OH:91])(=[O:90])/[CH:85]=[CH:86]/[C:87]([OH:89])=[O:88].[F:37][C:38]1[CH:43]=[CH:42][C:41]([C:44]([C:53]2[CH:54]=[CH:55][C:56]([F:59])=[CH:57][CH:58]=2)([OH:52])[CH2:45][CH:46]2[CH2:51][CH2:50][CH2:49][N:48]([CH2:61][CH2:62][CH2:63][O:64][C:65]3[CH:70]=[CH:69][C:68]([C:71](=[O:73])[CH3:72])=[CH:67][C:66]=3[O:74][CH3:75])[CH2:47]2)=[CH:40][CH:39]=1 |f:0.1,2.3,5.6.7,8.9,12.13|. Procedure: This compound was prepared according to the procedure used to synthesize the compound of Example 1. A mixture of 3.7 g (0.012 mole) of the base of [α,α-bis(4-fluoropheny]-3-piperidineethanol hydrochloride [1:1], 2.8 g free (0.012 mole) of 1-[4-(3-chloropropoxy)-3-methoxyphenyl]ethanone, 4.3 g (0.04 mole) of anhydrous sodium carbonate and 0.5 g of potassium iodide in 100 ml of 1-butanol gave a gum as residue. The gum was purified by column chromatography on 120 g of Florisil®. Fractions eluted wi... The reactants are base, Cl.FC1=CC=C(C=C1)C(CC1CNCCC1)(O)C1=CC=C(C=C1)F (α,α-bis(4-fluoropheny]-3-piperidineethanol hydrochloride), ClCCCOC1=C(C=C(C=C1)C(C)=O)OC (1-[4-(3-chloropropoxy)-3-methoxyphenyl]ethanone), C([O-])([O-])=O.[Na+].[Na+] (sodium carbonate), [I-].[K+] (potassium iodide), C(C(=O)O)(=O)O.C1(=CC=CC=C1)C(=C1CCN(CC1)CCCOC1=CC=CC=C1)C1=CC=CC=C1 (4-(Diphenylmethylene)-1-(3-phenoxypropyl)piperidine oxalate), C(\C=C\C(=O)O)(=O)O (fumaric acid). The solvent is C(CCC)O (1-butanol). The product is C(\C=C\C(=O)O)(=O)O.FC1=CC=C(C=C1)C(CC1CN(CCC1)CCCOC1=C(C=C(C=C1)C(C)=O)OC)(O)C1=CC=C(C=C1)F (4-[3-[3-[2,2-Bis(4-fluorophenyl)-2-hydroxyethyl]-1-piperidinyl]propoxy]-3-methoxyphenyl ethanone fumarate). Yield: 35.0%. Reactants: OC1=C2N(C(=NC1=O)CC1(CCCC1)C1=CC=CC3=CC=CC=C13)CCNC2=O (9-hydroxy-6-(1-naphthalen-1-yl-cyclopentylmethyl)-3,4-dihydro-2H-pyrazino[1,2-c]pyrimidine-1,8-dione), C(C1=CC=CC=C1)OC1=C2N(C(=NC1=O)CC1(CCCC1)C1=CC=CC3=CC=CC=C13)CCN(C2=O)C2CCOCC2 (9-benzyloxy-6-(1-naphthalen-1-yl-cyclopentylmethyl)-2-(tetrahydro-pyran-4-yl)-3,4-dihydro-2H-pyrazino[1,2-c]pyrimidine-1,8-dione). Yields the product OC1=C2N(C(=NC1=O)CC1(CCCC1)C1=CC=CC3=CC=CC=C13)CCN(C2=O)C2CCOCC2 (9-Hydroxy-6-(1-naphthalen-1-yl-cyclopentylmethyl)-2-(tetrahydro-pyran-4-yl)-3,4-dihydro-2H-pyrazino[1,2-c]pyrimidine-1,8-dione). RXN SMILES: OC1C(=O)N=C(CC2(C3C4C(=CC=CC=4)C=CC=3)CCCC2)N2CCNC(=O)C=12.C([O:37][C:38]1[C:43](=[O:44])[N:42]=[C:41]([CH2:45][C:46]2([C:51]3[C:60]4[C:55](=[CH:56][CH:57]=[CH:58][CH:59]=4)[CH:54]=[CH:53][CH:52]=3)[CH2:50][CH2:49][CH2:48][CH2:47]2)[N:40]2[CH2:61][CH2:62][N:63]([CH:66]3[CH2:71][CH2:70][O:69][CH2:68][CH2:67]3)[C:64](=[O:65])[C:39]=12)C1C=CC=CC=1>>[OH:37][C:38]1[C:43](=[O:44])[N:42]=[C:41]([CH2:45][C:46]2([C:51]3[C:60]4[C:55](=[CH:56][CH:57]=[CH:58][CH:59]=4)[CH:54]=[CH:53][CH:52]=3)[CH2:50][CH2:49][CH2:48][CH2:47]2)[N:40]2[CH2:61][CH2:62][N:63]([CH:66]3[CH2:71][CH2:70][O:69][CH2:68][CH2:67]3)[C:64](=[O:65])[C:39]=12. Procedure details: This compound was prepared by following the same method as described for pure 9-hydroxy-6-(1-naphthalen-1-yl-cyclopentylmethyl)-3,4-dihydro-2H-pyrazino[1,2-c]pyrimidine-1,8-dione (349) from 9-benzyloxy-6-(1-naphthalen-1-yl-cyclopentylmethyl)-2-(tetrahydro-pyran-4-yl)-3,4-dihydro-2H-pyrazino[1,2-c]pyrimidine-1,8-dione (368) (85 mg, 0.15 mmol). The yield was 55 mg, 77%, of a white solid. The reactants are CCc1ccncc1Br, C1COCCO1, I[Cu]I, [K+], [K+], [K+], NC1CCCCC1N, O=P([O-])([O-])[O-], O=C1NCCN1c1ccc2ncsc2c1. The product is CCc1ccncc1N1CCN(c2ccc3ncsc3c2)C1=O. RXN SMILES: [Br:16][c:17]1[cH:18][n:19][cH:20][cH:21][c:22]1[CH2:23][CH3:24].[CH2:44]1[O:45][CH2:46][CH2:47][O:48][CH2:49]1.[Cu:41]([I:42])[I:43].[K+:38].[K+:39].[K+:40].[NH2:25][CH:26]1[CH2:27][CH2:28][CH2:29][CH2:30][CH:31]1[NH2:32].[P:33]([O-:34])([O-:35])([O-:36])=[O:37].[s:1]1[cH:2][n:3][c:4]2[c:5]1[cH:6][c:7]([N:10]1[C:11](=[O:15])[NH:12][CH2:13][CH2:14]1)[cH:8][cH:9]2>>[s:1]1[cH:2][n:3][c:4]2[c:5]1[cH:6][c:7]([N:10]1[C:11](=[O:15])[N:12]([c:17]3[cH:18][n:19][cH:20][cH:21][c:22]3[CH2:23][CH3:24])[CH2:13][CH2:14]1)[cH:8][cH:9]2. Reaction SMILES: [Br:17][N:18]1[C:19](=[O:20])[CH2:21][CH2:22][C:23]1=[O:24].[Br:1][c:2]1[c:3]([C:12](=[O:13])[O:14][CH2:15][CH3:16])[n:4][c:5]2[n:6]1[cH:7][c:8]([CH3:11])[cH:9][cH:10]2.[Cl:37][C:38]([Cl:39])([Cl:40])[Cl:41].[N:25]([C:26]([CH3:27])([CH3:28])[C:29]#[N:30])=[N:31][C:32]([CH3:33])([CH3:34])[C:35]#[N:36]>>[Br:1][c:2]1[c:3]([C:12](=[O:13])[O:14][CH2:15][CH3:16])[n:4][c:5]2[n:6]1[cH:7][c:8]([CH2:11][Br:17])[cH:9][cH:10]2. The reactants are O=C1CCC(=O)N1Br, CCOC(=O)c1nc2ccc(C)cn2c1Br, ClC(Cl)(Cl)Cl, CC(C)(C#N)N=NC(C)(C)C#N. The product is CCOC(=O)c1nc2ccc(CBr)cn2c1Br. The reactants are Cl.C12C(C3CC(CC(C1)C3)C2)NC(CN2S(NCCC2)(=O)=O)=O (N-(adamantan-2-yl)-2-(1,1-dioxido-1,2,6-thiadiazinan-2-yl)acetamide hydrochloride), C(=O)([O-])[O-].[K+].[K+] (K2CO3), BrCCC1=CC=CC=C1 ((2-bromoethyl)benzene). Solvent: CN(C)C=O (DMF). Reaction conditions: time 4 hour. Product: C12C(C3CC(CC(C1)C3)C2)NC(CN2S(N(CCC2)CCC2=CC=CC=C2)(=O)=O)=O (N-(adamantan-2-yl)-2-(1,1-dioxido-6-phenethyl-1,2,6-thiadiazinan-2-yl)acetamide). Yield: 13.7%. As a reaction SMILES: Cl.[CH:2]12[CH2:11][CH:6]3[CH2:7][CH:8]([CH2:10][CH:4]([CH2:5]3)[CH:3]1[NH:12][C:13](=[O:23])[CH2:14][N:15]1[CH2:20][CH2:19][CH2:18][NH:17][S:16]1(=[O:22])=[O:21])[CH2:9]2.C([O-])([O-])=O.[K+].[K+].Br[CH2:31][CH2:32][C:33]1[CH:38]=[CH:37][CH:36]=[CH:35][CH:34]=1>CN(C=O)C>[CH:2]12[CH2:11][CH:6]3[CH2:7][CH:8]([CH2:10][CH:4]([CH2:5]3)[CH:3]1[NH:12][C:13](=[O:23])[CH2:14][N:15]1[CH2:20][CH2:19][CH2:18][N:17]([CH2:31][CH2:32][C:33]3[CH:38]=[CH:37][CH:36]=[CH:35][CH:34]=3)[S:16]1(=[O:22])=[O:21])[CH2:9]2 |f:0.1,2.3.4|. Procedure: To N-(adamantan-2-yl)-2-(1,1-dioxido-1,2,6-thiadiazinan-2-yl)acetamide hydrochloride (50 mg, 0.135 mmol) in DMF (1 mL), were added K2CO3 (93.3 mg, 0.675 mmol) and (2-bromoethyl)benzene (50 mg, 0.27 mmol). The reaction mixture was agitated for 4 hr at room temperature and extracted with ethyl acetate and brine. The organic layer was dried over MgSO4 and the residue was purified by silica gel column chromatography to yield N-(adamantan-2-yl)-2-(1,1-dioxido-6-phenethyl-1,2,6-thiadiazinan-2-yl)aceta... Starting materials: C(C)(C)(C)OC(NCC1=CC(=CC=C1)NC1=C(N=C(S1)C)C(NC1=CC(=CC=C1)Cl)=O)=O ({3-[4-(3-chloro-phenylcarbamoyl)-2-methyl-thiazol-5-ylamino]-benzyl}-carbamic acid tert-butyl ester), FC(C(=O)O)(F)F (trifluoroacetic acid). The solvent is ClCCl (dichloromethane), ClCCl (dichloromethane). Conditions: time 5 minute. The product is ClC=1C=C(C=CC1)NC(=O)C=1N=C(SC1NC1=CC(=CC=C1)CN)C (5-(3-Aminomethyl-phenylamino)-2-methyl-thiazole-4-carboxylic acid (3-chloro-phenyl)-amide). The yield is 100.6%. As a reaction SMILES: C(OC(=O)[NH:7][CH2:8][C:9]1[CH:14]=[CH:13][CH:12]=[C:11]([NH:15][C:16]2[S:20][C:19]([CH3:21])=[N:18][C:17]=2[C:22](=[O:31])[NH:23][C:24]2[CH:29]=[CH:28][CH:27]=[C:26]([Cl:30])[CH:25]=2)[CH:10]=1)(C)(C)C.FC(F)(F)C(O)=O>ClCCl>[Cl:30][C:26]1[CH:25]=[C:24]([NH:23][C:22]([C:17]2[N:18]=[C:19]([CH3:21])[S:20][C:16]=2[NH:15][C:11]2[CH:12]=[CH:13][CH:14]=[C:9]([CH2:8][NH2:7])[CH:10]=2)=[O:31])[CH:29]=[CH:28][CH:27]=1. Reported procedure: A solution of {3-[4-(3-chloro-phenylcarbamoyl)-2-methyl-thiazol-5-ylamino]-benzyl}-carbamic acid tert-butyl ester (0.02 g, 0.04 mmol) in dichloromethane (0.50 ml) was treated with trifluoroacetic acid (0.10 ml) and stirred at room temperature for 5 min. The reaction mixture was diluted with dichloromethane and quenched with saturated sodium hydrogenocarbonate. The organic layer is separated, dried over sodium sulphate and evaporated, to yield the title compound (0.015 g, 94%).